Dataset: the Open Reaction Database (ORD), a public repository of structured organic reaction records. Task: describe an organic reaction: reactants, conditions, products, and yield The product is C(C)OC(CCN1C(C2=CC=CC=C2C1=O)=O)=O (1,3-Dihydro-1,3-dioxo-2H-isoindole-2-propanoic acid ethyl ester). Reported procedure: This compound was prepared according to the procedure used to prepare 1,3-dihydro-1,3-dioxo-2H-isoindoleoctanoic acid ethyl ester. Thus, a mixture of 100.0 g (0.55 mole) of 3-bromopropionic acid ethyl ester (99%, Aldrich) and 108.7 g (0.58 mole) of potassium phthalimide (98%, Aldrich) in 300 mL of dimethylformamide gave 59.4 g (44%) of crude title compound as an oily residue. A 3.0 g sample of this oil was purified by high-pressure liquid chromatography (Waters Associates Prep LC/System 500A; Pr... Yield: 43.7%. Run in CN(C=O)C (dimethylformamide). Starting materials: C(C)OC(CCBr)=O (3-bromopropionic acid ethyl ester), C1(C=2C(C(N1)=O)=CC=CC2)=O.[K] (potassium phthalimide), 1,3-dihydro-1,3-dioxo-2H-isoindoleoctanoic acid ethyl ester. As a reaction SMILES: [CH2:1]([O:3][C:4](=[O:8])[CH2:5][CH2:6]Br)[CH3:2].[C:9]1(=[O:19])[NH:13][C:12](=[O:14])[C:11]2=[CH:15][CH:16]=[CH:17][CH:18]=[C:10]12.[K]>CN(C)C=O>[CH2:1]([O:3][C:4](=[O:8])[CH2:5][CH2:6][N:13]1[C:9](=[O:19])[C:10]2[C:11](=[CH:15][CH:16]=[CH:17][CH:18]=2)[C:12]1=[O:14])[CH3:2] |f:1.2,^1:19|. Reactants: CC(C)(C)[Si](C)(C)OCC1CO1, [Li]C(C)(C)C, C1CCOC1, C#C[Si](C)(C)C. Yields the product CC(C)(C)[Si](C)(C)OCC(O)CC#C[Si](C)(C)C. As a reaction SMILES: [C:12]([CH3:13])([CH3:14])([CH3:15])[Si:16]([O:17][CH2:18][CH:19]1[O:20][CH2:21]1)([CH3:22])[CH3:23].[C:1]([Li:2])([CH3:3])([CH3:4])[CH3:5].[CH2:24]1[O:25][CH2:26][CH2:27][CH2:28]1.[Si:6]([CH3:7])([CH3:8])([CH3:9])[C:10]#[CH:11]>>[Si:6]([CH3:7])([CH3:8])([CH3:9])[C:10]#[C:11][CH2:21][CH:19]([CH2:18][O:17][Si:16]([C:12]([CH3:13])([CH3:14])[CH3:15])([CH3:22])[CH3:23])[OH:20]. Reactants: O=C(N=C=S)c1ccccc1, O=C([O-])[O-], COc1cc(N)ccc1-c1cnco1, [K+], [K+], N, C1CCOC1, O. The product is COc1cc(NC(N)=S)ccc1-c1cnco1. RXN SMILES: [C:15](=[O:16])([c:17]1[cH:18][cH:19][cH:20][cH:21][cH:22]1)[N:23]=[C:24]=[S:25].[C:27](=[O:28])([O-:29])[O-:30].[CH3:1][O:2][c:3]1[cH:4][c:5]([NH2:6])[cH:7][cH:8][c:9]1-[c:10]1[cH:11][n:12][cH:13][o:14]1.[K+:31].[K+:32].[N:26].[O:33]1[CH2:34][CH2:35][CH2:36][CH2:37]1.[OH2:38]>>[CH3:1][O:2][c:3]1[cH:4][c:5]([NH:6][C:24]([NH2:23])=[S:25])[cH:7][cH:8][c:9]1-[c:10]1[cH:11][n:12][cH:13][o:14]1. Reactants: OC1=NC=NC2=CC=C(C=C12)OCCOC (4-hydroxy-6-(2-methoxyethoxy)quinazoline), O=P(Cl)(Cl)Cl (POCl3). The product is ClC1=NC=NC2=CC=C(C=C12)OCCOC (4-chloro-6-(2-methoxyethoxy)quinazoline). Yield: 71.0%. As a reaction SMILES: O[C:2]1[C:11]2[C:6](=[CH:7][CH:8]=[C:9]([O:12][CH2:13][CH2:14][O:15][CH3:16])[CH:10]=2)[N:5]=[CH:4][N:3]=1.O=P(Cl)(Cl)[Cl:19]>>[Cl:19][C:2]1[C:11]2[C:6](=[CH:7][CH:8]=[C:9]([O:12][CH2:13][CH2:14][O:15][CH3:16])[CH:10]=2)[N:5]=[CH:4][N:3]=1. Procedure: 4-hydroxy-6-(2-methoxyethoxy)quinazoline (870 mg, 3.9 mmol) was reacted with POCl3 as described in Example 4A Step 2 to give 4-chloro-6-(2-methoxyethoxy)quinazoline (662 mg, 2.8 mmol, 71%). LC-MS (ESI) m/z 239 (M+H)+. The reactants are C(C)OC(=O)C1=C(C=2C=NC=C(C2N1C)Cl)N (3-amino-7-chloro-1-methyl-1H-pyrrolo[3,2-c]pyridine-2-carboxylic acid ethyl ester), FC1=C(C=CC(=C1)[Si](C)(C)C)OS(=O)(=O)C(F)(F)F (trifluoro-methanesulfonic acid 2-fluoro-4-trimethylsilanyl-phenyl ester), CC1(C2=C(C(=CC=C2)P(C3=CC=CC=C3)C4=CC=CC=C4)OC5=C(C=CC=C51)P(C6=CC=CC=C6)C7=CC=CC=C7)C (Xantphos), C(=O)([O-])[O-].[Cs+].[Cs+] (Cs2CO3). Procedure details: A degassed solution of 3-amino-7-chloro-1-methyl-1H-pyrrolo[3,2-c]pyridine-2-carboxylic acid ethyl ester (300 mg, 1.18 mmol), trifluoro-methanesulfonic acid 2-fluoro-4-trimethylsilanyl-phenyl ester (486 mg, 1.53 mmol), Pd2dba3 (54 mg, 0.06 mmol), Xantphos (68 mg, 0.118 mmol) and Cs2CO3 (770 mg, 2.36 mmol) in toluene (10 ml) was heated to reflux then stirred for 16 hours. The reaction mixture was cooled to ambient temperature then filtered through a pad of Celite® washing with toluene. The result... As a reaction SMILES: [CH2:1]([O:3][C:4]([C:6]1[N:14]([CH3:15])[C:13]2[C:12]([Cl:16])=[CH:11][N:10]=[CH:9][C:8]=2[C:7]=1[NH2:17])=[O:5])[CH3:2].[F:18][C:19]1[CH:24]=[C:23]([Si:25]([CH3:28])([CH3:27])[CH3:26])[CH:22]=[CH:21][C:20]=1OS(C(F)(F)F)(=O)=O.CC1(C)C2C(=C(P(C3C=CC=CC=3)C3C=CC=CC=3)C=CC=2)OC2C(P(C3C=CC=CC=3)C3C=CC=CC=3)=CC=CC1=2.C([O-])([O-])=O.[Cs+].[Cs+]>C1(C)C=CC=CC=1.C1C=CC(/C=C/C(/C=C/C2C=CC=CC=2)=O)=CC=1.C1C=CC(/C=C/C(/C=C/C2C=CC=CC=2)=O)=CC=1.C1C=CC(/C=C/C(/C=C/C2C=CC=CC=2)=O)=CC=1.[Pd].[Pd]>[CH2:1]([O:3][C:4]([C:6]1[N:14]([CH3:15])[C:13]2[C:12]([Cl:16])=[CH:11][N:10]=[CH:9][C:8]=2[C:7]=1[NH:17][C:20]1[CH:21]=[CH:22][C:23]([Si:25]([CH3:27])([CH3:26])[CH3:28])=[CH:24][C:19]=1[F:18])=[O:5])[CH3:2] |f:3.4.5,7.8.9.10.11|. The solvent is C1(=CC=CC=C1)C (toluene). Product: C(C)OC(=O)C1=C(C=2C=NC=C(C2N1C)Cl)NC1=C(C=C(C=C1)[Si](C)(C)C)F (7-Chloro-3-(2-fluoro-4-trimethylsilanyl-phenylamino)-1-methyl-1H-pyrrolo[3,2-c]pyridine-2-carboxylic acid ethyl ester). Run at time 16 hour. Isolated yield 74.7%. Reagents/catalysts: C=1C=CC(=CC1)/C=C/C(=O)/C=C/C2=CC=CC=C2.C=1C=CC(=CC1)/C=C/C(=O)/C=C/C2=CC=CC=C2.C=1C=CC(=CC1)/C=C/C(=O)/C=C/C2=CC=CC=C2.[Pd].[Pd] (Pd2dba3).